From a dataset of the Open Reaction Database (ORD), a public repository of structured organic reaction records. describe an organic reaction: reactants, conditions, products, and yield Starting materials: CNCCCN1CCc2cc(OC)c(OC)cc2CC1=O, COc1cc2c(cc1OC)C(COS(C)(=O)=O)C2, Cl. The product is COc1cc2c(cc1OC)CC(=O)N(CCCN(C)CC1Cc3cc(OC)c(OC)cc31)CC2, Cl. RXN SMILES: [CH3:19][O:20][c:21]1[cH:22][c:23]2[c:24]([cH:36][c:37]1[O:38][CH3:39])[CH2:25][C:26](=[O:35])[N:27]([CH2:30][CH2:31][CH2:32][NH:33][CH3:34])[CH2:28][CH2:29]2.[CH3:1][S:2]([O:3][CH2:6][CH:7]1[c:8]2[cH:9][c:10]([O:17][CH3:18])[c:11]([O:15][CH3:16])[cH:12][c:13]2[CH2:14]1)(=[O:4])=[O:5].[ClH:40]>>[CH2:6]([CH:7]1[c:8]2[cH:9][c:10]([O:17][CH3:18])[c:11]([O:15][CH3:16])[cH:12][c:13]2[CH2:14]1)[N:33]([CH2:32][CH2:31][CH2:30][N:27]1[C:26](=[O:35])[CH2:25][c:24]2[c:23]([cH:22][c:21]([O:20][CH3:19])[c:37]([O:38][CH3:39])[cH:36]2)[CH2:29][CH2:28]1)[CH3:34].[ClH:40]. Starting materials: C1CCOC1, [Li]CCCC, CCCCCC, CCCCC(C)C(=O)OC, COP(C)(=O)OC, [Cl-], [NH4+], O. Yields the product CCCCC(C)C(=O)CP(=O)(OC)OC. As a reaction SMILES: [CH2:31]1[O:32][CH2:33][CH2:34][CH2:35]1.[CH2:8]([Li:9])[CH2:10][CH2:11][CH3:12].[CH3:13][CH2:14][CH2:15][CH2:16][CH2:17][CH3:18].[CH3:19][CH:20]([C:21](=[O:22])[O:23][CH3:24])[CH2:25][CH2:26][CH2:27][CH3:28].[CH3:1][P:2]([O:3][CH3:4])([O:5][CH3:6])=[O:7].[Cl-:29].[NH4+:30].[OH2:36]>>[CH2:1]([P:2]([O:3][CH3:4])([O:5][CH3:6])=[O:7])[C:21]([CH:20]([CH3:19])[CH2:25][CH2:26][CH2:27][CH3:28])=[O:22]. The reactants are [N+](=O)(O)[O-] (nitric acid), S(O)(O)(=O)=O (sulfuric acid), C1(=CC=C(C=C1)S(=O)(=O)Cl)C (p-toluenesulfonyl chloride). The product is CC1=C(C=C(C=C1)S(=O)(=O)Cl)[N+](=O)[O-] (4-methyl-3-nitrobenzenesulfonyl chloride). Isolated yield 88.0%. Reaction SMILES: [N+:1]([O-:4])(O)=[O:2].S(=O)(=O)(O)O.[C:10]1([CH3:20])[CH:15]=[CH:14][C:13]([S:16]([Cl:19])(=[O:18])=[O:17])=[CH:12][CH:11]=1>>[CH3:20][C:10]1[CH:15]=[CH:14][C:13]([S:16]([Cl:19])(=[O:18])=[O:17])=[CH:12][C:11]=1[N+:1]([O-:4])=[O:2]. Procedure details: To a mixed solution of fuming nitric acid (3.5 ml) and conc. sulfuric acid (5.4 ml) was added p-toluenesulfonyl chloride (5.00 g, 26.2 mmol) in several portions under ice-cooling, and the mixture was stirred under ice-cooling for 2 hr. To the reaction mixture was added ice, and the mixture was extracted with diethyl ether. The organic layer was successively washed with water, saturated aqueous sodium hydrogen carbonate solution and saturated brine and dried over anhydrous sodium sulfate. After f... Reactants: CC1(C)C(=O)N(Br)C(=O)N1Br, Cc1nc(N)c2c(-c3ccc4cn(Cc5ccccc5)nc4c3)ccn2n1, ClCCl. The product is Cc1nc(N)c2c(-c3ccc4cn(Cc5ccccc5)nc4c3)cc(Br)n2n1. As a reaction SMILES: [Br:28][N:29]1[C:30]([CH3:31])([CH3:32])[C:33](=[O:34])[N:35]([Br:36])[C:37]1=[O:38].[CH2:1]([c:2]1[cH:3][cH:4][cH:5][cH:6][cH:7]1)[n:8]1[n:9][c:10]2[cH:11][c:12](-[c:17]3[cH:18][cH:19][n:20]4[n:21][c:22]([CH3:27])[n:23][c:24]([NH2:26])[c:25]34)[cH:13][cH:14][c:15]2[cH:16]1.[Cl:39][CH2:40][Cl:41]>>[CH2:1]([c:2]1[cH:3][cH:4][cH:5][cH:6][cH:7]1)[n:8]1[n:9][c:10]2[cH:11][c:12](-[c:17]3[cH:18][c:19]([Br:28])[n:20]4[n:21][c:22]([CH3:27])[n:23][c:24]([NH2:26])[c:25]34)[cH:13][cH:14][c:15]2[cH:16]1. The reactants are CCCBr, CC1(C)CC(=O)C2=C(C1)NCCC2. The product is CCCN1CCCC2=C1CC(C)(C)CC2=O. As a reaction SMILES: [Br:14][CH2:15][CH2:16][CH3:17].[CH3:1][C:2]1([CH3:13])[CH2:3][C:4](=[O:12])[C:5]2=[C:10]([NH:9][CH2:8][CH2:7][CH2:6]2)[CH2:11]1>>[CH3:1][C:2]1([CH3:13])[CH2:3][C:4](=[O:12])[C:5]2=[C:10]([N:9]([CH2:15][CH2:16][CH3:17])[CH2:8][CH2:7][CH2:6]2)[CH2:11]1. Reactants: CC(=O)O, Cc1noc(C)c1S(=O)(=O)Cl, O=C1N(c2ccc(OC(F)(F)F)cc2)CCC12CCNCC2. Product: Cc1noc(C)c1S(=O)(=O)N1CCC2(CCN(c3ccc(OC(F)(F)F)cc3)C2=O)CC1. As a reaction SMILES: [C:1]([OH:2])(=[O:3])[CH3:4].[CH3:27][c:28]1[n:29][o:30][c:31]([CH3:37])[c:32]1[S:33](=[O:34])(=[O:35])[Cl:36].[F:5][C:6]([O:7][c:8]1[cH:9][cH:10][c:11]([N:14]2[C:15](=[O:24])[C:16]3([CH2:17][CH2:18]2)[CH2:19][CH2:20][NH:21][CH2:22][CH2:23]3)[cH:12][cH:13]1)([F:25])[F:26]>>[F:5][C:6]([O:7][c:8]1[cH:9][cH:10][c:11]([N:14]2[C:15](=[O:24])[C:16]3([CH2:17][CH2:18]2)[CH2:19][CH2:20][N:21]([S:33]([c:32]2[c:28]([CH3:27])[n:29][o:30][c:31]2[CH3:37])(=[O:34])=[O:35])[CH2:22][CH2:23]3)[cH:12][cH:13]1)([F:25])[F:26].